Dataset: the Open Reaction Database (ORD), a public repository of structured organic reaction records. Task: describe an organic reaction: reactants, conditions, products, and yield Starting materials: [H][H] (hydrogen), CC1(OCC(O1)CO)C.C(CC(=O)C)(=O)[O-] (Solketal acetoacetate), [H][H] (hydrogen), [H][H] (hydrogen). The reagents and catalysts are [Ni] (Raney Nickel). The solvent is C(C)OC(C)=O (ethylacetate). Run at temperature 60 celsius, time 7 hour. Product: CC1(OCC(O1)CO)C.OC(CC(=O)[O-])C (Solketal 3-hydroxybutyrate). The yield is 91.8%. Reaction SMILES: [CH3:1][C:2]1([CH3:9])[O:6][CH:5]([CH2:7][OH:8])[CH2:4][O:3]1.[C:10]([O-:16])(=[O:15])[CH2:11][C:12]([CH3:14])=[O:13].[H][H]>[Ni].C(OC(=O)C)C>[CH3:1][C:2]1([CH3:9])[O:6][CH:5]([CH2:7][OH:8])[CH2:4][O:3]1.[OH:13][CH:12]([CH3:14])[CH2:11][C:10]([O-:16])=[O:15] |f:0.1,5.6|. Procedure: A Zipperclave Autoclave (Autoclave Engineers) was charged with ethylacetate (2.4 L), solketal acetoacetate from Example 1 (609.5 g, 2.82 mole) and Raney Nickel (25 g, W-2 grade, PM-77, water wet) under an inert atmosphere of nitrogen. The nitrogen was displaced with hydrogen to a pressure of approximately 1100 psi. The reaction mixture was then heated with vigorous stirring (1500 rpm) at 60° C. for approximately seven hours. A small (ca. 5 ml) sample of the reaction mixture was removed from the ...